This data is from the Open Reaction Database (ORD), a public repository of structured organic reaction records. The task is: describe an organic reaction: reactants, conditions, products, and yield The reactants are CC1(C(CC(CC1)=O)=O)C (4,4-Dimethyl-1,3-cyclohexanedione), ClC=1C=CC(=C(C=O)C1)O (5-chloro-2-hydroxybenzaldehyde), NC1=NNC=C1 (3-aminopyrazole). Yields the product ClC=1C=CC(=C(C1)C1N2C(NC=3CCC(C(C13)=O)(C)C)=CC=N2)O (9-(5-Chloro-2-hydroxyphenyl)-7,7-dimethyl-5,6,7,9-tetrahydropyrazolo[5,1-b]quinazolin-8(4H)-one). Reaction SMILES: [CH3:1][C:2]1([CH3:10])[CH2:7][CH2:6][C:5](=O)[CH2:4][C:3]1=[O:9].[Cl:11][C:12]1[CH:13]=[CH:14][C:15]([OH:20])=[C:16]([CH:19]=1)[CH:17]=O.[NH2:21][C:22]1[CH:26]=[CH:25][NH:24][N:23]=1>>[Cl:11][C:12]1[CH:13]=[CH:14][C:15]([OH:20])=[C:16]([CH:17]2[C:4]3[C:3](=[O:9])[C:2]([CH3:10])([CH3:1])[CH2:7][CH2:6][C:5]=3[NH:21][C:22]3=[CH:26][CH:25]=[N:24][N:23]23)[CH:19]=1. Reported procedure: 4,4-Dimethyl-1,3-cyclohexanedione, 5-chloro-2-hydroxybenzaldehyde and 3-aminopyrazole were processed as described in General Procedure A to provide the title compound. Reactants: BrC=1C=C2CCCN3C2=C(C1)[C@@H]1[C@H]3CCN(C1)C(=O)OC(C)(C)C (tert-butyl (±)-cis-2-bromo-5,6,8,9,11,11a-hexahydro-4H-pyrido[3′,4′:4,5]pyrrolo[3,2,1-ij]quinoline-10(7aH)-carboxylate), ClC=1C=C(C=CC1Cl)B(O)O (3,4-dichlorophenylboronic acid). Product: ClC=1C=C(C=CC1Cl)C=1C=C2CCCN3C2=C(C1)[C@@H]1[C@H]3CCN(C1)C(=O)OC(C)(C)C (tert-butyl (±)-cis-2-(3,4-dichlorophenyl)-5,6,8,9,11,11a-hexahydro-4H-pyrido[3′,4′:4,5]pyrrolo[3,2,1-ij]quinoline-10(7aH)-carboxylate). As a reaction SMILES: Br[C:2]1[CH:3]=[C:4]2[C:9]3=[C:10]([C@H:12]4[CH2:17][N:16]([C:18]([O:20][C:21]([CH3:24])([CH3:23])[CH3:22])=[O:19])[CH2:15][CH2:14][C@H:13]4[N:8]3[CH2:7][CH2:6][CH2:5]2)[CH:11]=1.[Cl:25][C:26]1[CH:27]=[C:28](B(O)O)[CH:29]=[CH:30][C:31]=1[Cl:32]>>[Cl:25][C:26]1[CH:27]=[C:28]([C:2]2[CH:3]=[C:4]3[C:9]4=[C:10]([C@H:12]5[CH2:17][N:16]([C:18]([O:20][C:21]([CH3:23])([CH3:24])[CH3:22])=[O:19])[CH2:15][CH2:14][C@H:13]5[N:8]4[CH2:7][CH2:6][CH2:5]3)[CH:11]=2)[CH:29]=[CH:30][C:31]=1[Cl:32]. Reported procedure: The title compound was prepared by the method of Example 109 from tert-butyl (±)-cis-2-bromo-5,6,8,9,11,11a-hexahydro-4H-pyrido[3′,4′:4,5]pyrrolo[3,2,1-ij]quinoline-10(7aH)-carboxylate (101.7 mg, 0.26 mmol) and 3,4-dichlorophenylboronic acid (97 mg, 0.52 mmol), after chromatographic purification (91.6 mg, 77%) as a white amorphous solid. 1H NMR (CDCl3, 300 MHz) δ7.57 (d, 1H, J=1.8 Hz), 7.42 (d, 1 H, J=8.4 Hz), 7.31 (dd, 1H, J=2.2, 8.4 Hz), 7.12 (bs, 1H), 7.07 (bs, 1H), 3.62-3.75 (m, 1H), 3.48-60... Reactants: ClC=1C=CC(=C(C1)C1=CC(N(C=C1OC)C(C(=O)NC1=CC=C(C(=O)OC(C)(C)C)C=C1)C)=O)OC(F)(F)F (tert-butyl 4-[(2-{4-[5-chloro-2-(trifluoromethoxy)phenyl]-5-methoxy-2-oxopyridin-1(2H)-yl}propanoyl)amino]benzoate), C(=O)(C(F)(F)F)O (TFA). The product is ClC=1C=CC(=C(C1)C1=CC(N(C=C1OC)C(C(=O)NC1=CC=C(C(=O)O)C=C1)C)=O)OC(F)(F)F (4-[(2-{4-[5-Chloro-2-(trifluoromethoxy)phenyl]-5-methoxy-2-oxopyridin-1(2H)-yl}propanoyl)amino]benzoic acid). As a reaction SMILES: [Cl:1][C:2]1[CH:3]=[CH:4][C:5]([O:35][C:36]([F:39])([F:38])[F:37])=[C:6]([C:8]2[C:13]([O:14][CH3:15])=[CH:12][N:11]([CH:16]([CH3:33])[C:17]([NH:19][C:20]3[CH:32]=[CH:31][C:23]([C:24]([O:26]C(C)(C)C)=[O:25])=[CH:22][CH:21]=3)=[O:18])[C:10](=[O:34])[CH:9]=2)[CH:7]=1.C(O)(C(F)(F)F)=O>>[Cl:1][C:2]1[CH:3]=[CH:4][C:5]([O:35][C:36]([F:39])([F:37])[F:38])=[C:6]([C:8]2[C:13]([O:14][CH3:15])=[CH:12][N:11]([CH:16]([CH3:33])[C:17]([NH:19][C:20]3[CH:32]=[CH:31][C:23]([C:24]([OH:26])=[O:25])=[CH:22][CH:21]=3)=[O:18])[C:10](=[O:34])[CH:9]=2)[CH:7]=1. Procedure details: 155 mg (0.23 mmol) of tert-butyl 4-[(2-{4-[5-chloro-2-(trifluoromethoxy)phenyl]-5-methoxy-2-oxopyridin-1(2H)-yl}propanoyl)amino]benzoate were hydrolysed with TFA according to General Method 2. Yield: 67 mg (purity 94%, 54% of theory) The reactants are C1(CC1)N1C=C(C(C2=CC(=C(C(=C12)F)N1CC(C1)(O)C)F)=O)C(=O)OCC (ethyl 1-cyclopropyl-6,8-difluoro-7-(3-methyl-3-hydroxy-1-azetidinyl)-1,4-dihydro-4-oxo-3-quinolinecarboxylate), [OH-].[Na+] (sodium hydroxide). Run in C(C)O (ethanol). Product: C1(CC1)N1C=C(C(C2=CC(=C(C(=C12)F)N1CC(C1)(O)C)F)=O)C(=O)O (1-cyclopropyl-6,8-difluoro-7-(3-methyl-3-hydroxy-1-azetidinyl)-1,4-dihydro-4-oxo-3-quinolinecarboxylic acid). RXN SMILES: [CH:1]1([N:4]2[C:13]3[C:8](=[CH:9][C:10]([F:21])=[C:11]([N:15]4[CH2:18][C:17]([CH3:20])([OH:19])[CH2:16]4)[C:12]=3[F:14])[C:7](=[O:22])[C:6]([C:23]([O:25]CC)=[O:24])=[CH:5]2)[CH2:3][CH2:2]1.[OH-].[Na+]>C(O)C>[CH:1]1([N:4]2[C:13]3[C:8](=[CH:9][C:10]([F:21])=[C:11]([N:15]4[CH2:16][C:17]([CH3:20])([OH:19])[CH2:18]4)[C:12]=3[F:14])[C:7](=[O:22])[C:6]([C:23]([OH:25])=[O:24])=[CH:5]2)[CH2:2][CH2:3]1 |f:1.2|. Procedure details: A mixture of 0.9 g (2.9 mmoles) of ethyl 1-cyclopropyl-6,7,8-trifluoro-1,4-dihydro-4-oxo-3-quinolinecarboxylate, 0.54 g (4.3 mmoles) of 3-hydroxy-3-methylazetidine hydrochloride, 1 g (10.8 mmoles) of triethylamine and 10 ml of pyridine is heated under reflux for 10 hours. The product is cooled, and diluted with water. Filtering and washing yields 0.95 g (89%) of ethyl 1-cyclopropyl-6,8-difluoro-7-(3-methyl-3-hydroxy-1-azetidinyl)-1,4-dihydro-4-oxo-3-quinolinecarboxylate which is then hydrolysed ... The reactants are C1CCOC1, COC(=O)CCCCC1Oc2ccc(C(O)CCc3cccs3)cc2O1, Cl, [Li+], [OH-], O. The product is O=C(O)CCCCC1Oc2ccc(C(O)CCc3cccs3)cc2O1. As a reaction SMILES: [CH2:31]1[O:32][CH2:33][CH2:34][CH2:35]1.[CH3:1][O:2][C:3]([CH2:4][CH2:5][CH2:6][CH2:7][CH:8]1[O:9][c:10]2[c:11]([cH:13][c:14]([CH:17]([CH2:18][CH2:19][c:20]3[s:21][cH:22][cH:23][cH:24]3)[OH:25])[cH:15][cH:16]2)[O:12]1)=[O:26].[ClH:29].[Li+:27].[OH-:28].[OH2:30]>>[O:2]=[C:3]([CH2:4][CH2:5][CH2:6][CH2:7][CH:8]1[O:9][c:10]2[c:11]([cH:13][c:14]([CH:17]([CH2:18][CH2:19][c:20]3[s:21][cH:22][cH:23][cH:24]3)[OH:25])[cH:15][cH:16]2)[O:12]1)[OH:26]. Starting materials: Cl.COC1=C2C(=NC(NC2=CC=C1OC)=O)C (5,6-Dimethoxy-4-methyl-2(1H)-quinazolinone hydrochloride), [OH-].[Na+] (sodium hydroxide). The solvent is O (water). The product is COC1=C2C(=NC(NC2=CC=C1OC)=O)C (5,6-dimethoxy-4-methyl-2(1H)-quinazolinone). Reaction SMILES: Cl.[CH3:2][O:3][C:4]1[C:13]([O:14][CH3:15])=[CH:12][CH:11]=[C:10]2[C:5]=1[C:6]([CH3:17])=[N:7][C:8](=[O:16])[NH:9]2.[OH-].[Na+]>O>[CH3:2][O:3][C:4]1[C:13]([O:14][CH3:15])=[CH:12][CH:11]=[C:10]2[C:5]=1[C:6]([CH3:17])=[N:7][C:8](=[O:16])[NH:9]2 |f:0.1,2.3|. Procedure: 5,6-Dimethoxy-4-methyl-2(1H)-quinazolinone hydrochloride (4.26 g) was dissolved in water (500 mL) and 30% aqueous sodium hydroxide was added to adjust the pH to 7. The precipitate was collected to give 5,6-dimethoxy-4-methyl-2(1H)-quinazolinone as a yellow crystalline solid, mp 248°-249° C. Reactants: O=C1CCC(=O)N1Br, CCCCN(CCCC)c1ccccc1, CN(C)C=O, O. Product: CCCCN(CCCC)c1ccc(Br)cc1. Reaction SMILES: [Br:16][N:17]1[C:18](=[O:19])[CH2:20][CH2:21][C:22]1=[O:23].[CH2:1]([CH2:2][CH2:3][CH3:4])[N:5]([c:6]1[cH:7][cH:8][cH:9][cH:10][cH:11]1)[CH2:12][CH2:13][CH2:14][CH3:15].[O:25]=[CH:26][N:27]([CH3:28])[CH3:29].[OH2:24]>>[CH2:1]([CH2:2][CH2:3][CH3:4])[N:5]([c:6]1[cH:7][cH:8][c:9]([Br:16])[cH:10][cH:11]1)[CH2:12][CH2:13][CH2:14][CH3:15].